Dataset: the Open Reaction Database (ORD), a public repository of structured organic reaction records. Task: describe an organic reaction: reactants, conditions, products, and yield The reactants are CC(C)C[AlH]CC(C)C (DIBAL-H), C(C)OC(C(C1=NC=CC=C1)(F)F)=O (2,2-difluoro-2-pyridin-2-ylacetic acid ethyl ester), CO (methanol), O (water). The solvent is CCCCCC (hexane), C(Cl)Cl (DCM), CCOCC (ether). Reaction conditions: time 4 hour. Yields the product FC(C=O)(C1=NC=CC=C1)F (2,2-difluoro-2-pyridin-2-ylacetaldehyde). The yield is 47.7%. RXN SMILES: CC(C[AlH]CC(C)C)C.C([O:12][C:13](=O)[C:14]([F:22])([F:21])[C:15]1[CH:20]=[CH:19][CH:18]=[CH:17][N:16]=1)C.CO.O>CCOCC.CCCCCC.C(Cl)Cl>[F:22][C:14]([F:21])([C:15]1[CH:20]=[CH:19][CH:18]=[CH:17][N:16]=1)[CH:13]=[O:12]. Procedure: DIBAL-H (2 ml) was added to a solution of 2,2-difluoro-2-pyridin-2-ylacetic acid ethyl ester (400 mg, 2 mmol) in dry ether (2.5 ml) at −78° C. After 4 h, methanol (0.5 ml) and water (2 ml) were added. The reaction mixture was warmed to room temperature and the emulsion formed was filtered through celite and washed with ether. The organic layer was separated, washed with brine and dried over MgSO4. The solvent was evaporated to get a thick liquid. To the crude liquid was added DCM (1 ml) and hexa... Starting materials: CNC=1C(=CC(=CC1)[N+](=O)[O-])N (N1-methyl-4-nitro-benzene-1,2-diamine), C(CC1=CC=CC=C1)N=C=S (phenethyl isothiocyanate). Product: CN1C(=NC2=C1C=CC(=C2)[N+](=O)[O-])NCCC2=CC=CC=C2 ((1-Methyl-5-nitro-1H-benzoimidazol-2-yl)-phenethyl-amine). The yield is 66.4%. RXN SMILES: [CH3:1][NH:2][C:3]1[C:4]([NH2:12])=[CH:5][C:6]([N+:9]([O-:11])=[O:10])=[CH:7][CH:8]=1.[CH2:13]([N:21]=[C:22]=S)[CH2:14][C:15]1[CH:20]=[CH:19][CH:18]=[CH:17][CH:16]=1>>[CH3:1][N:2]1[C:3]2[CH:8]=[CH:7][C:6]([N+:9]([O-:11])=[O:10])=[CH:5][C:4]=2[N:12]=[C:22]1[NH:21][CH2:13][CH2:14][C:15]1[CH:20]=[CH:19][CH:18]=[CH:17][CH:16]=1. Procedure: N1-methyl-4-nitro-benzene-1,2-diamine (2.0 g, 12.0 mmol) and phenethyl isothiocyanate (2.15 g, 13.2 mmol) were coupled using the procedure of intermediate example one part B to give the title compound as a yellow solid (2.36 g, 66%). 1H NMR (300 MHz, d6-DMSO) δ 8.01 (d, J=2.1 Hz, 1H), 7.90 (dd, J=8.7 and 2.4 Hz, 1H), 7.21-7.35 (m, 7H), 3.58-3.65 (m, 2H), 3.56 (s, 3H), 2.93-2.98 (m, 2H) ppm.